Dataset: the Open Reaction Database (ORD), a public repository of structured organic reaction records. Task: describe an organic reaction: reactants, conditions, products, and yield RXN SMILES: [CH3:19][C:20](=[O:21])[OH:22].[Fe:23].[N+:1]([O-:2])(=[O:3])[c:4]1[cH:5][cH:6][c:7](-[c:10]2[c:11]3[n:12]([cH:13][cH:14][cH:15]2)[cH:16][cH:17][n:18]3)[cH:8][cH:9]1>>[NH2:1][c:4]1[cH:5][cH:6][c:7](-[c:10]2[c:11]3[n:12]([cH:13][cH:14][cH:15]2)[cH:16][cH:17][n:18]3)[cH:8][cH:9]1. The product is Nc1ccc(-c2cccn3ccnc23)cc1. The reactants are CC(=O)O, [Fe], O=[N+]([O-])c1ccc(-c2cccn3ccnc23)cc1. Product: CC1(C)CC(c2cc(Cl)cc[n+]2[O-])c2cc(C#N)ccc2O1. Starting materials: CC1(C)CC(c2cc(Cl)ccn2)c2cc(C#N)ccc2O1, O=C(OO)c1cccc(Cl)c1, ClCCl. RXN SMILES: [Cl:1][c:2]1[cH:3][c:4]([CH:8]2[CH2:9][C:10]([CH3:20])([CH3:21])[O:11][c:12]3[c:13]2[cH:14][c:15]([C:18]#[N:19])[cH:16][cH:17]3)[n:5][cH:6][cH:7]1.[Cl:22][c:23]1[cH:24][cH:25][cH:26][c:27]([C:28]([O:29][OH:31])=[O:30])[cH:32]1.[Cl:33][CH2:34][Cl:35]>>[Cl:1][c:2]1[cH:3][c:4]([CH:8]2[CH2:9][C:10]([CH3:20])([CH3:21])[O:11][c:12]3[c:13]2[cH:14][c:15]([C:18]#[N:19])[cH:16][cH:17]3)[n+:5]([O-:30])[cH:6][cH:7]1. The reactants are C1(\C=C/C(=O)O1)=O (maleic anhydride), NC1=CC=C(C=C1)C(C)(C)C1=CC=C(C=C1)O (4-(1-(4-aminophenyl)-1-methylethyl)phenol). Run in C(C)(=O)O (acetic acid), C(C)(=O)O (acetic acid). Conditions: temperature 25 celsius. The product is O=C1N(C(C=C1)=O)C1=CC=C(C=C1)C(C)(C)C1=CC=C(C=C1)O (4-(1-(4-(2,5-dihydro-2,5-dioxo-1H-pyrrol-1-yl)phenyl)-1-methylethyl)phenol). Isolated yield 51.1%. As a reaction SMILES: [NH2:1][C:2]1[CH:7]=[CH:6][C:5]([C:8]([C:11]2[CH:16]=[CH:15][C:14]([OH:17])=[CH:13][CH:12]=2)([CH3:10])[CH3:9])=[CH:4][CH:3]=1.[C:18]1(=O)[O:23][C:21](=[O:22])[CH:20]=[CH:19]1>C(O)(=O)C>[O:22]=[C:21]1[CH:20]=[CH:19][C:18](=[O:23])[N:1]1[C:2]1[CH:3]=[CH:4][C:5]([C:8]([C:11]2[CH:12]=[CH:13][C:14]([OH:17])=[CH:15][CH:16]=2)([CH3:10])[CH3:9])=[CH:6][CH:7]=1. Procedure details: A 45.46 gram portion of 4-(1-(4-aminophenyl)-1-methylethyl)phenol (0.20 mole) and 500 milliliters of acetic acid were added to a reactor and maintained under a nitrogen atmosphere with stirring. The stirred solution was maintained at 25° C., then 19.61 grams of maleic anhydride (0.20 mole) dissolved in 100 milliliters of acetic acid was added to the reactor and heating to a reflux commenced. The 126° C. reflux temperature was maintained for 15 hours (54,000 s), then the product was dried under v... The product is C[C@@H]1N(CCOC1)C1=NC(=NC(=C1)CS(=O)(=O)C)C=1C=CC(=NC1)N (5-[4-[(3S)-3-Methylmorpholin-4-yl]-6-(methylsulfonylmethyl)pyrimidin-2-yl]pyridin-2-amine). The solvent is C(C)O (ethanol), CN(C)C=O (DMF), COCCOC (DME). Reported procedure: 2-Chloro-4-[(3S)-3-methylmorpholin-4-yl]-6-(methylsulfonylmethyl)pyrimidine (363 mg, 1.19 mmol) was dissolved in a solution of 18% DMF in a mixture of 7:3:2 DME:water:ethanol (7 mL). 5-(4,4,5,5-Tetramethyl-1,3,2-dioxaborolan-2-yl)pyridin-2-amine (496 mg, 2.25 mmol), 2M sodium carbonate solution (2 mL) and dichlorobis(triphenylphosphine) palladium (42 mg) were added to the solution and it was heated under reflux at 90° C. for 90 minutes under nitrogen atmosphere. The reaction was partitioned betw... The reactants are O (water), ClC1=NC(=CC(=N1)N1[C@H](COCC1)C)CS(=O)(=O)C (2-Chloro-4-[(3S)-3-methylmorpholin-4-yl]-6-(methylsulfonylmethyl)pyrimidine), CC1(OB(OC1(C)C)C=1C=CC(=NC1)N)C (5-(4,4,5,5-Tetramethyl-1,3,2-dioxaborolan-2-yl)pyridin-2-amine), C([O-])([O-])=O.[Na+].[Na+] (sodium carbonate), dichlorobis(triphenylphosphine) palladium. The yield is 94.8%. As a reaction SMILES: Cl[C:2]1[N:7]=[C:6]([N:8]2[CH2:13][CH2:12][O:11][CH2:10][C@@H:9]2[CH3:14])[CH:5]=[C:4]([CH2:15][S:16]([CH3:19])(=[O:18])=[O:17])[N:3]=1.O.CC1(C)C(C)(C)OB([C:29]2[CH:30]=[CH:31][C:32]([NH2:35])=[N:33][CH:34]=2)O1.C(=O)([O-])[O-].[Na+].[Na+]>CN(C=O)C.COCCOC.C(O)C>[CH3:14][C@H:9]1[CH2:10][O:11][CH2:12][CH2:13][N:8]1[C:6]1[CH:5]=[C:4]([CH2:15][S:16]([CH3:19])(=[O:18])=[O:17])[N:3]=[C:2]([C:29]2[CH:30]=[CH:31][C:32]([NH2:35])=[N:33][CH:34]=2)[N:7]=1 |f:3.4.5|. Run at temperature 90 celsius. Reactants: Cl.N1=CC(=CC=C1)C(=O)Cl (3-pyridinylcarbonyl chloride hydrochloride), ice water, N1C(NCC2=CC=CC=C12)=S (3,4-dihydro-2(1H)-quinazolinethione), [Cl-].[Al+3].[Cl-].[Cl-] (aluminum chloride). Run in CN(C=O)C (N,N-dimethylformamide). Reaction conditions: temperature 75 celsius, time 15 minute. Yields the product 150, N1=CC(=CC=C1)C(=O)C=1C=C2CNC(NC2=CC1)=S ((3-pyridinyl) (1,2,3,4-tetrahydro-2-thioxo-6-quinazolinyl)methanone). The yield is 82.0%. As a reaction SMILES: [Cl-].[Al+3].[Cl-].[Cl-].[NH:5]1[C:14]2[C:9](=[CH:10][CH:11]=[CH:12][CH:13]=2)[CH2:8][NH:7][C:6]1=[S:15].Cl.[N:17]1[CH:22]=[CH:21][CH:20]=[C:19]([C:23](Cl)=[O:24])[CH:18]=1>CN(C)C=O>[N:17]1[CH:22]=[CH:21][CH:20]=[C:19]([C:23]([C:11]2[CH:10]=[C:9]3[C:14](=[CH:13][CH:12]=2)[NH:5][C:6](=[S:15])[NH:7][CH2:8]3)=[O:24])[CH:18]=1 |f:0.1.2.3,5.6|. Reported procedure: 106 Parts of N,N-dimethylformamide were added dropwise to 650 parts of aluminum chloride and the solution was stirred for 15 min at 75° C. There were added portionwise 112 parts of 3,4-dihydro-2(1H)-quinazolinethione and, after stirring for 15 min at 75° C., 136 parts of 3-pyridinylcarbonyl chloride hydrochloride. Stirring at 75° C. was continued overnight and then the mixture was poured into 2500 parts of ice-water. The precipitate was filtered off and stirred for 13 hours in a mixture of ice-w... The reactants are ClC=1N(C2=CC=CC=C2C1C=O)C (2-chloro-1-methyl-1H-indole-3-carboxaldehyde), CN1C=C(C2=CC=CC=C12)C=O (1-methylindole-3-carboxaldehyde). The product is ClC1(N(C2=CC=CC=C2C1)C)CNC (2-Chloro-1-methyl-2-(methylaminomethyl)-1H-indole). Isolated yield 90.0%. Reaction SMILES: [Cl:1][C:2]1[N:3]([CH3:13])[C:4]2[C:9]([C:10]=1C=O)=[CH:8][CH:7]=[CH:6][CH:5]=2.[CH3:14][N:15]1C2C(=CC=CC=2)C(C=O)=[CH:16]1>>[Cl:1][C:2]1([CH2:14][NH:15][CH3:16])[CH2:10][C:9]2[C:4](=[CH:5][CH:6]=[CH:7][CH:8]=2)[N:3]1[CH3:13]. Procedure: According to the procedure of Preparation 12, except substituting 2-chloro-1-methyl-1H-indole-3-carboxaldehyde (3.0 g, 15.5 mmole) for the 1-methylindole-3-carboxaldehyde, the title compound (2.91 g, 90%) was prepared as an oil: 1H NMR (400 MHz, CDCl3) δ 7.60 (d, J=7.9 Hz, 1 H), 7.22 (m, 2 H), 7.13 (m, 1 H), 3.92 (s, 2 H), 3.71 (s, 3 H), 2.44 (s, 3 H). Product: ClC1=C(C(=CC(=C1)N=CC1=CC(=CC=C1)C(F)(F)F)Cl)N=CN(C)C (N'-[2,6-Dichloro-4-[[m-(trifluoromethyl)benzylidene]-amino]phenyl]-N,N-dimethylformamidine). The solvent is C(Cl)(Cl)Cl (chloroform). Reactants: ClC1=C(C(=CC(=C1)N=CC1=CC(=C(C=C1)OC)F)Cl)N=CN(C)C (N'-[2,6-Dichloro-4-(3-fluoro-4-methoxybenzylideneamino)phenyl]-N,N-dimethylformamidine), FC(C=1C=C(C=O)C=CC1)(F)F (m-trifluoromethylbenzaldehyde), C(C)O (ethanol). Reported procedure: A mixture of 9.3 g. of N'-(4-amino-2,6-dichlorophenyl)-N,N-dimethylformamidine (Example 9) and 6.9 g. of m-trifluoromethylbenzaldehyde in 25 ml. of absolute ethanol is refluxed for 18 hours. The solution is evaporated in vacuo to give a syrup. The syrup is extracted into hot heptane. The solvent is evaporated to provide an oil. The oil is dissolved in chloroform and the solution is filtered through a magnesium silicate column packed with chloroform. The column is washed with chloroform until the... Reaction SMILES: [Cl:1][C:2]1[CH:7]=[C:6]([N:8]=[CH:9][C:10]2[CH:15]=[CH:14][C:13](OC)=[C:12](F)[CH:11]=2)[CH:5]=[C:4]([Cl:19])[C:3]=1[N:20]=[CH:21][N:22]([CH3:24])[CH3:23].[F:25][C:26]([F:36])([F:35])C1C=C(C=CC=1)C=O.C(O)C>C(Cl)(Cl)Cl>[Cl:1][C:2]1[CH:7]=[C:6]([N:8]=[CH:9][C:10]2[CH:15]=[CH:14][CH:13]=[C:12]([C:26]([F:36])([F:35])[F:25])[CH:11]=2)[CH:5]=[C:4]([Cl:19])[C:3]=1[N:20]=[CH:21][N:22]([CH3:24])[CH3:23].